Dataset: the Open Reaction Database (ORD), a public repository of structured organic reaction records. Task: describe an organic reaction: reactants, conditions, products, and yield Reactants: O=CO, CS(=O)(=O)c1ccc(C(CC2CCCSC2)C(=O)Nc2cnccn2)cc1Cl, OO. Product: CS(=O)(=O)c1ccc(C(CC2CCCS(=O)C2)C(=O)Nc2cnccn2)cc1Cl. RXN SMILES: [CH:29](=[O:30])[OH:31].[Cl:1][c:2]1[cH:3][c:4]([CH:12]([C:13](=[O:14])[NH:15][c:16]2[n:17][cH:18][cH:19][n:20][cH:21]2)[CH2:22][CH:23]2[CH2:24][S:25][CH2:26][CH2:27][CH2:28]2)[cH:5][cH:6][c:7]1[S:8](=[O:9])(=[O:10])[CH3:11].[OH:32][OH:33]>>[Cl:1][c:2]1[cH:3][c:4]([CH:12]([C:13](=[O:14])[NH:15][c:16]2[n:17][cH:18][cH:19][n:20][cH:21]2)[CH2:22][CH:23]2[CH2:24][S:25](=[O:30])[CH2:26][CH2:27][CH2:28]2)[cH:5][cH:6][c:7]1[S:8](=[O:9])(=[O:10])[CH3:11]. Reactants: COc1cc([N+](=O)[O-])ccc1OCCBr, c1ccc2c(c1)CCNC2, CO, ClCCl. Product: COc1cc([N+](=O)[O-])ccc1OCCN1CCc2ccccc2C1. RXN SMILES: [Br:1][CH2:2][CH2:3][O:4][c:5]1[c:6]([O:14][CH3:15])[cH:7][c:8]([N+:11](=[O:12])[O-:13])[cH:9][cH:10]1.[CH2:16]1[NH:17][CH2:18][CH2:19][c:20]2[cH:21][cH:22][cH:23][cH:24][c:25]21.[CH3:26][OH:27].[Cl:28][CH2:29][Cl:30]>>[CH2:2]([CH2:3][O:4][c:5]1[c:6]([O:14][CH3:15])[cH:7][c:8]([N+:11](=[O:12])[O-:13])[cH:9][cH:10]1)[N:17]1[CH2:16][c:25]2[c:20]([cH:21][cH:22][cH:23][cH:24]2)[CH2:19][CH2:18]1. The reactants are ClC1=C(C=C(C=C1)Cl)C1=C(C=NO1)CCC(=O)OC (methyl 3-[5-(2,5-dichlorophenyl)-4-isoxazolyl]propionate), [H-].C(C(C)C)[Al+]CC(C)C (diisobutylaluminum hydride), Cl (hydrochloric acid). Solvent: O1CCCC1 (tetrahydrofuran). Run at time 1 hour. Product: ClC1=C(C=C(C=C1)Cl)C1=C(C=NO1)CCCO (3-[5-(2,5-dichlorophenyl)-4-isoxazolyl]propan-1-ol). Yield: 92.6%. As a reaction SMILES: [Cl:1][C:2]1[CH:7]=[CH:6][C:5]([Cl:8])=[CH:4][C:3]=1[C:9]1[O:13][N:12]=[CH:11][C:10]=1[CH2:14][CH2:15][C:16](OC)=[O:17].[H-].C([Al+]CC(C)C)C(C)C.Cl>O1CCCC1>[Cl:1][C:2]1[CH:7]=[CH:6][C:5]([Cl:8])=[CH:4][C:3]=1[C:9]1[O:13][N:12]=[CH:11][C:10]=1[CH2:14][CH2:15][CH2:16][OH:17] |f:1.2|. Procedure: To a solution of methyl 3-[5-(2,5-dichlorophenyl)-4-isoxazolyl]propionate (500 mg) in tetrahydrofuran (30 ml) was gently added diisobutylaluminum hydride (1.0 M toluene solution, 4.2 ml) and the mixture was stirred at room temperature for 1 hr. The reaction mixture was poured into dilute hydrochloric acid, and the mixture was extracted with ethyl acetate. The ethyl acetate layer was washed with saturated brine, dried (MgSO4) and concentrated. The residue was subjected to silica gel column chroma... The reactants are FC=1C(=C2C(=NC1)N(C(=C2)I)S(=O)(=O)C2=CC=C(C)C=C2)C2=CN=C(S2)C2(CCC2)O (1-(5-(5-fluoro-2-iodo-1-tosyl-1H-pyrrolo[2,3-b]pyridin-4-yl)thiazol-2-yl)cyclobutanol), CC1(OB(OC1(C)C)C=1C=NN(C1)CC(=O)OCC)C (ethyl 2-(4-(4,4,5,5-tetramethyl-1,3,2-dioxaborolan-2-yl)-1H-pyrazol-1-yl)acetate), C([O-])(O)=O (bicarbonate). The reagents and catalysts are Cl[Pd]([P](C1=CC=CC=C1)(C2=CC=CC=C2)C3=CC=CC=C3)([P](C4=CC=CC=C4)(C5=CC=CC=C5)C6=CC=CC=C6)Cl (bis(triphenylphosphine)palladium dichloride). The solvent is CN(C=O)C (N,N-dimethylformamide). Run at temperature 70 celsius. The product is FC=1C(=C2C(=NC1)N(C(=C2)C=2C=NN(C2)CC(=O)OCC)S(=O)(=O)C2=CC=C(C)C=C2)C2=CN=C(S2)C2(CCC2)O (ethyl 2-(4-(5-fluoro-4-(2-(1-hydroxycyclobutyl)thiazol-5-yl)-1-tosyl-1H-pyrrolo[2,3-b]pyridin-2-yl)-1H-pyrazol-1-yl)acetate). RXN SMILES: [F:1][C:2]1[C:3]([C:22]2[S:26][C:25]([C:27]3([OH:31])[CH2:30][CH2:29][CH2:28]3)=[N:24][CH:23]=2)=[C:4]2[CH:10]=[C:9](I)[N:8]([S:12]([C:15]3[CH:21]=[CH:20][C:18]([CH3:19])=[CH:17][CH:16]=3)(=[O:14])=[O:13])[C:5]2=[N:6][CH:7]=1.CC1(C)C(C)(C)OB([C:40]2[CH:41]=[N:42][N:43]([CH2:45][C:46]([O:48][CH2:49][CH3:50])=[O:47])[CH:44]=2)O1.C(=O)(O)[O-]>CN(C)C=O.Cl[Pd](Cl)([P](C1C=CC=CC=1)(C1C=CC=CC=1)C1C=CC=CC=1)[P](C1C=CC=CC=1)(C1C=CC=CC=1)C1C=CC=CC=1>[F:1][C:2]1[C:3]([C:22]2[S:26][C:25]([C:27]3([OH:31])[CH2:30][CH2:29][CH2:28]3)=[N:24][CH:23]=2)=[C:4]2[CH:10]=[C:9]([C:40]3[CH:41]=[N:42][N:43]([CH2:45][C:46]([O:48][CH2:49][CH3:50])=[O:47])[CH:44]=3)[N:8]([S:12]([C:15]3[CH:21]=[CH:20][C:18]([CH3:19])=[CH:17][CH:16]=3)(=[O:14])=[O:13])[C:5]2=[N:6][CH:7]=1 |^1:63,82|. Reported procedure: To a stirred ambient solution of 1-(5-(5-fluoro-2-iodo-1-tosyl-1H-pyrrolo[2,3-b]pyridin-4-yl)thiazol-2-yl)cyclobutanol (Example 59A) (940 mg, 1.651 mmol) and ethyl 2-(4-(4,4,5,5-tetramethyl-1,3,2-dioxaborolan-2-yl)-1H-pyrazol-1-yl)acetate (694 mg, 2.476 mmol) in N,N-dimethylformamide (11.5 mL) was added saturated aqueous bicarbonate solution (3.83 mL) followed by bis(triphenylphosphine)palladium dichloride (81 mg, 0.116 mmol). The mixture was heated to 70° C. for 4 hours and was then quenched by... Procedure details: Following the general method as outlined in Example 17, starting from (2S)-1-([1,1′-biphenyl]-4-ylcarbonyl)-N-[(2RS)-2-hydroxy-2-phenylethyl]-4-oxo-2-pyrrolidinecarboxamide and hydrazine hydrate (4% in EtOH), the resultant crude reaction mixture was purified by column chromatography using DCM/MeOH (30:1) to collect the desired product, e.g. (2S,4EZ)-1-([1,1′-biphenyl]-4-ylcarbonyl)-4-hydrazono-N-[(2RS)-2-hydroxy-2-phenylethyl]-2-pyrrolidinecarboxamide as a mixture of two isomers as a colorless s... The reactants are C1(=CC=C(C=C1)C(=O)N1[C@@H](CC(C1)=O)C(=O)NCC(C1=CC=CC=C1)O)C1=CC=CC=C1 ((2S)-1-([1,1′-biphenyl]-4-ylcarbonyl)-N-[(2RS)-2-hydroxy-2-phenylethyl]-4-oxo-2-pyrrolidinecarboxamide), O.NN (hydrazine hydrate). As a reaction SMILES: [C:1]1([C:27]2[CH:32]=[CH:31][CH:30]=[CH:29][CH:28]=2)[CH:6]=[CH:5][C:4]([C:7]([N:9]2[CH2:13][C:12](=O)[CH2:11][C@H:10]2[C:15]([NH:17][CH2:18][CH:19]([OH:26])[C:20]2[CH:25]=[CH:24][CH:23]=[CH:22][CH:21]=2)=[O:16])=[O:8])=[CH:3][CH:2]=1.O.[NH2:34][NH2:35]>>[C:1]1([C:27]2[CH:28]=[CH:29][CH:30]=[CH:31][CH:32]=2)[CH:6]=[CH:5][C:4]([C:7]([N:9]2[CH2:13][C:12](=[N:34][NH2:35])[CH2:11][C@H:10]2[C:15]([NH:17][CH2:18][CH:19]([OH:26])[C:20]2[CH:25]=[CH:24][CH:23]=[CH:22][CH:21]=2)=[O:16])=[O:8])=[CH:3][CH:2]=1 |f:1.2|. Yields the product C1(=CC=C(C=C1)C(=O)N1[C@@H](CC(C1)=NN)C(=O)NCC(C1=CC=CC=C1)O)C1=CC=CC=C1 ((2S,4EZ)-1-([1,1′-biphenyl]-4-ylcarbonyl)-4-hydrazono-N-[(2RS)-2-hydroxy-2-phenylethyl]-2-pyrrolidinecarboxamide). Yield: 63.0%. Starting materials: CN1CCCC1=O, CCN(C(C)C)C(C)C, C=CCOC1CNCCC1NC(=O)c1[nH]c(C)c(Cl)c1Cl, COC(=O)c1sc(Cl)nc1-c1ncnn1C, O. Yields the product C=CCOC1CN(c2nc(-c3ncnn3C)c(C(=O)OC)s2)CCC1NC(=O)c1[nH]c(C)c(Cl)c1Cl. Reaction SMILES: [CH3:48][N:49]1[CH2:50][CH2:51][CH2:52][C:53]1=[O:54].[CH:38]([N:39]([CH2:40][CH3:41])[CH:42]([CH3:43])[CH3:44])([CH3:45])[CH3:46].[Cl:17][c:18]1[c:19]([C:25](=[O:26])[NH:27][CH:28]2[CH:29]([O:34][CH2:35][CH:36]=[CH2:37])[CH2:30][NH:31][CH2:32][CH2:33]2)[nH:20][c:21]([CH3:24])[c:22]1[Cl:23].[Cl:1][c:2]1[s:3][c:4]([C:13](=[O:14])[O:15][CH3:16])[c:5](-[c:7]2[n:8][cH:9][n:10][n:11]2[CH3:12])[n:6]1.[OH2:47]>>[c:2]1([N:31]2[CH2:30][CH:29]([O:34][CH2:35][CH:36]=[CH2:37])[CH:28]([NH:27][C:25]([c:19]3[c:18]([Cl:17])[c:22]([Cl:23])[c:21]([CH3:24])[nH:20]3)=[O:26])[CH2:33][CH2:32]2)[s:3][c:4]([C:13](=[O:14])[O:15][CH3:16])[c:5](-[c:7]2[n:8][cH:9][n:10][n:11]2[CH3:12])[n:6]1. Starting materials: ClC(Cl)(OC(OC(Cl)(Cl)Cl)=O)Cl (triphosgene), CO (Methanol), COC=1C=C2C(=NC=NC2=CC1OC)OC1=CC(=C(N)C=C1)C (4-[(6,7-Dimethoxy-4-quinazolinyl)oxy]-2-methyl-aniline), C(C)(CC)N (sec-butylamine). Solvent: C(C)N(CC)CC (triethylamine), C(Cl)(Cl)Cl (chloroform), C(Cl)(Cl)Cl (chloroform). Conditions: time 30 minute. Yields the product COC=1C=C2C(=NC=NC2=CC1OC)OC1=CC(=C(C=C1)NC(=O)NCCC)C (N-{4-[(6,7-Dimethoxy-4-quinazolinyl)oxy]-2-methylphenyl}-N′-propylurea). The yield is 47.0%. Reaction SMILES: [CH3:1][O:2][C:3]1[CH:4]=[C:5]2[C:10](=[CH:11][C:12]=1[O:13][CH3:14])[N:9]=[CH:8][N:7]=[C:6]2[O:15][C:16]1[CH:22]=[CH:21][C:19]([NH2:20])=[C:18]([CH3:23])[CH:17]=1.ClC(Cl)(O[C:28](=[O:34])OC(Cl)(Cl)Cl)Cl.[CH:36]([NH2:40])([CH2:38][CH3:39])C.CO>C(Cl)(Cl)Cl.C(N(CC)CC)C>[CH3:1][O:2][C:3]1[CH:4]=[C:5]2[C:10](=[CH:11][C:12]=1[O:13][CH3:14])[N:9]=[CH:8][N:7]=[C:6]2[O:15][C:16]1[CH:22]=[CH:21][C:19]([NH:20][C:28]([NH:40][CH2:36][CH2:38][CH3:39])=[O:34])=[C:18]([CH3:23])[CH:17]=1. Procedure: 4-[(6,7-Dimethoxy-4-quinazolinyl)oxy]-2-methyl-aniline (50 mg) was dissolved in chloroform (3 ml) and triethylamine (0.2 ml), and a solution of triphosgene (48 mg) in chloroform was then added to the solution. The mixture was stirred at room temperature for 30 min. Next, propylamine (20 1l) was added to the reaction solution, and the mixture was further stirred at room temperature overnight. Methanol was added to the reaction solution, and the mixture was purified by HPLC by development with chl...